This data is from the Open Reaction Database (ORD), a public repository of structured organic reaction records. The task is: describe an organic reaction: reactants, conditions, products, and yield Yield: 51.5%. Reported procedure: A solution of phenyltrimethylaminotribromide (100 mg, 0.266 mmol) in tetrahydrofuran (THF) (0.5 mL) was added dropwise over 5 minutes, to a solution of methyl 2-acetyl-5-(N-(4-ethylphenyl)-N-isobutylsulfamoyl)benzoate (105 mg, 0.251 mmol) in THF (1.5 mL) at room temperature, under nitrogen. The orange solution was stirred for 1 hour to give a yellow solution containing a white precipitate. Analysis showed major product to be the desired intermediate bromoketone. The precipitate was filtered off ... Conditions: time 1 hour. Solvent: O1CCCC1 (tetrahydrofuran), O1CCCC1 (THF). The product is C(C)C1=CC=C(C=C1)N(S(=O)(=O)C=1C=CC(=C(C(=O)OC)C1)C(CN1CCOCC1)=O)CC(C)C (Methyl 5-(N-(4-ethylphenyl)-N-isobutylsulfamoyl)-2-(2-morpholinoacetyl)benzoate). Reaction SMILES: [C:1]([C:4]1[CH:13]=[CH:12][C:11]([S:14](=[O:29])(=[O:28])[N:15]([C:20]2[CH:25]=[CH:24][C:23]([CH2:26][CH3:27])=[CH:22][CH:21]=2)[CH2:16][CH:17]([CH3:19])[CH3:18])=[CH:10][C:5]=1[C:6]([O:8][CH3:9])=[O:7])(=[O:3])[CH3:2].BrC(Br)=O.[NH:34]1[CH2:39][CH2:38][O:37][CH2:36][CH2:35]1>O1CCCC1>[CH2:26]([C:23]1[CH:22]=[CH:21][C:20]([N:15]([CH2:16][CH:17]([CH3:18])[CH3:19])[S:14]([C:11]2[CH:12]=[CH:13][C:4]([C:1](=[O:3])[CH2:2][N:34]3[CH2:39][CH2:38][O:37][CH2:36][CH2:35]3)=[C:5]([CH:10]=2)[C:6]([O:8][CH3:9])=[O:7])(=[O:28])=[O:29])=[CH:25][CH:24]=1)[CH3:27]. Reactants: phenyltrimethylaminotribromide, C(C)(=O)C1=C(C(=O)OC)C=C(C=C1)S(N(CC(C)C)C1=CC=C(C=C1)CC)(=O)=O (methyl 2-acetyl-5-(N-(4-ethylphenyl)-N-isobutylsulfamoyl)benzoate), BrC(=O)Br (bromoketone), N1CCOCC1 (morpholine), desired intermediate. The reactants are O=C(O)c1cnccn1, Cn1c(N)nc2ccccc21. Reagents/catalysts: CCN=C=NCCCN(C)C.Cl (EDC-HCl), CN1CCOCC1 (NMM), C1CC(=O)N(C1=O)O (N-Hydroxysuccinimide). Run in CN(C)C=O (DMF), CN(C)C=O (DMF), CN(C)C=O (DMF), CN(C)C=O (DMF), CN(C)C=O (DMF), CN(C)C=O (DMF). Run at temperature 25 celsius, time 2 hour. Product: Cn1c(NC(=O)c2cnccn2)nc2ccccc21. The yield is 23.9%. Reaction SMILES: Cn1c(N)nc2ccccc21.O=C(O)c1cnccn1.CCN=C=NCCCN(C)C.Cl.C1CC(=O)N(C1=O)O.CN1CCOCC1.CN(C)C=O>>Cn1c(NC(=O)c2cnccn2)nc2ccccc21. Starting materials: COC(=O)C(=Cc1cnc2ccccc2c1)NC(=O)c1ccc(C(=O)CCc2cccc(O)c2)cc1Cl, CO, CO, [Na+], C1CCOC1, C1CCOC1, [OH-], O. Yields the product O=C(O)C(=Cc1cnc2ccccc2c1)NC(=O)c1ccc(C(=O)CCc2cccc(O)c2)cc1Cl. RXN SMILES: [CH3:3][O:4][C:5]([C:6](=[CH:7][c:8]1[cH:9][n:10][c:11]2[cH:12][cH:13][cH:14][cH:15][c:16]2[cH:17]1)[NH:18][C:19]([c:20]1[c:21]([Cl:37])[cH:22][c:23]([C:26]([CH2:27][CH2:28][c:29]2[cH:30][c:31]([OH:35])[cH:32][cH:33][cH:34]2)=[O:36])[cH:24][cH:25]1)=[O:38])=[O:39].[CH3:41][OH:42].[CH3:53][OH:54].[Na+:2].[O:43]1[CH2:44][CH2:45][CH2:46][CH2:47]1.[O:48]1[CH2:49][CH2:50][CH2:51][CH2:52]1.[OH-:1].[OH2:40]>>[O:4]=[C:5]([C:6](=[CH:7][c:8]1[cH:9][n:10][c:11]2[cH:12][cH:13][cH:14][cH:15][c:16]2[cH:17]1)[NH:18][C:19]([c:20]1[c:21]([Cl:37])[cH:22][c:23]([C:26]([CH2:27][CH2:28][c:29]2[cH:30][c:31]([OH:35])[cH:32][cH:33][cH:34]2)=[O:36])[cH:24][cH:25]1)=[O:38])[OH:39]. Starting materials: C, CCOC(C)=O, [H][H], COc1ccc(C=CC(=O)c2c(O)cc(OC)cc2OC)cc1, [Pd]. Yields the product COc1ccc(CCC(=O)c2c(O)cc(OC)cc2OC)cc1. RXN SMILES: [C:26].[CH3:28][CH2:29][O:30][C:31](=[O:32])[CH3:33].[H:24][H:25].[OH:1][c:2]1[c:3]([C:4]([CH:5]=[CH:6][c:7]2[cH:8][cH:9][c:10]([O:13][CH3:14])[cH:11][cH:12]2)=[O:15])[c:16]([O:22][CH3:23])[cH:17][c:18]([O:20][CH3:21])[cH:19]1.[Pd:27]>>[OH:1][c:2]1[c:3]([C:4]([CH2:5][CH2:6][c:7]2[cH:8][cH:9][c:10]([O:13][CH3:14])[cH:11][cH:12]2)=[O:15])[c:16]([O:22][CH3:23])[cH:17][c:18]([O:20][CH3:21])[cH:19]1.